From a dataset of the Open Reaction Database (ORD), a public repository of structured organic reaction records. describe an organic reaction: reactants, conditions, products, and yield The reactants are O1C(N[C@H]2[C@@H]1C1=CC=CC=C1C2)=O ((±) cis 3,3a,4,8b-tetrahydroindeno[2,1 -d]oxazol-2-one), [OH-].[Na+] (sodium hydroxide), [OH-].[Na+] (sodium hyroxide). The solvent is C(C)O (ethanol), O (water). Product: N[C@@H]1[C@@H](C2=CC=CC=C2C1)O ((±) cis 2-Amino-1-indanol). The yield is 96.3%. RXN SMILES: [O:1]1[C@H:5]2[C:6]3[C:11]([CH2:12][C@H:4]2[NH:3]C1=O)=[CH:10][CH:9]=[CH:8][CH:7]=3.[OH-].[Na+]>C(O)C.O>[NH2:3][C@H:4]1[CH2:12][C:11]2[C:6](=[CH:7][CH:8]=[CH:9][CH:10]=2)[C@H:5]1[OH:1] |f:1.2|. Procedure details: A suspension of (±) cis 3,3a,4,8b-tetrahydroindeno[2,1 -d]oxazol-2-one (Preparation 27) (5.73 g, 0.033 mol) in a mixture of ethanol (100 ml) and water (20 ml) was treated with sodium hydroxide pellets (8.0 g, 0.2 mol). After stirring at room temperature until the sodium hyroxide pellets had dissolved the mixture was heated under reflux in an argon atmosphere for 5 h. The solution was concentrated in vacuo to approximately one quarter the original volume then diluted with brine (50 ml) and extrac... Reactants: C(C)OC(=O)N1CCN(CC1)C1=C(C=C2C(C(=CN(C2=N1)C=C)C(=O)O)=O)F (7-(4-ethoxycarbonyl-1-piperazinyl)-6-fluoro-1,4-dihydro-4-oxo-1-vinyl-1,8-naphthyridine-3-carboxylic acid), [OH-].[Na+] (sodium hydroxide). Run at temperature 90 celsius, time 24 hour. Yields the product FC=1C=C2C(C(=CN(C2=NC1O)C=C)C(=O)O)=O (6-fluoro-1,4-dihydro-7-hydroxy-4-oxo-1-vinyl-1,8-naphthyridine-3-carboxylic acid). RXN SMILES: C(OC(N1CCN([C:12]2[N:21]=[C:20]3[C:15]([C:16](=[O:27])[C:17]([C:24]([OH:26])=[O:25])=[CH:18][N:19]3[CH:22]=[CH2:23])=[CH:14][C:13]=2[F:28])CC1)=O)C.[OH-:29].[Na+]>>[F:28][C:13]1[CH:14]=[C:15]2[C:20](=[N:21][C:12]=1[OH:29])[N:19]([CH:22]=[CH2:23])[CH:18]=[C:17]([C:24]([OH:26])=[O:25])[C:16]2=[O:27] |f:1.2|. Procedure details: A mixture of 7-(4-ethoxycarbonyl-1-piperazinyl)-6-fluoro-1,4-dihydro-4-oxo-1-vinyl-1,8-naphthyridine-3-carboxylic acid (78 g) and aqueous 20% sodium hydroxide (1,100 ml) was refluxed with stirring for 24 hours. After cooling, the resulting crystals were collected by filtration and washed with aqueous 10% sodium hydroxide (50 ml). The crystals were added to water (600 ml) and the mixture was heated at 90° C. and the acetic acid (50 ml) was added. After treatment with charcoal, the solution was ac... Reactants: C(C)(C)(C)OC(N(C)C(C(=O)NC1=NC(=C(C=C1)C=1C(=NC=NC1C)C)C#CC1=CC2=CC=CC=C2C=C1)C)=O (tert-butyl-N-[1-[[5-(4,6-dimethylpyrimidin-5-yl)-6-(2-naphthalen-2-yl-ethynyl)pyridin-2-yl]amino]-1-oxopropan-2-yl]-N-methylcarbamate), C(Cl)Cl.C(=O)(C(F)(F)F)O (DCM TFA). The solvent is C1(=CC=CC=C1)C (toluene). Product: CC1=NC=NC(=C1C=1C=CC(=NC1C#CC1=CC2=CC=CC=C2C=C1)NC(C(C)NC)=O)C (N-[5-(4,6-dimethylpyrimidin-5-yl)-6-(2-naphthalen-2-ylethynyl)pyridin-2-yl]-2-(methylamino)propanamide). As a reaction SMILES: C(O[C:6](=O)[N:7]([CH:9]([CH3:39])[C:10]([NH:12][C:13]1[CH:18]=[CH:17][C:16]([C:19]2[C:20]([CH3:26])=[N:21][CH:22]=[N:23][C:24]=2[CH3:25])=[C:15]([C:27]#[C:28][C:29]2[CH:38]=[CH:37][C:36]3[C:31](=[CH:32][CH:33]=[CH:34][CH:35]=3)[CH:30]=2)[N:14]=1)=[O:11])C)(C)(C)C.C(Cl)Cl.C(O)(C(F)(F)F)=O>C1(C)C=CC=CC=1>[CH3:25][C:24]1[C:19]([C:16]2[CH:17]=[CH:18][C:13]([NH:12][C:10](=[O:11])[CH:9]([NH:7][CH3:6])[CH3:39])=[N:14][C:15]=2[C:27]#[C:28][C:29]2[CH:38]=[CH:37][C:36]3[C:31](=[CH:32][CH:33]=[CH:34][CH:35]=3)[CH:30]=2)=[C:20]([CH3:26])[N:21]=[CH:22][N:23]=1 |f:1.2|. Procedure: A mixture of tert-butyl-N-[1-[[5-(4,6-dimethylpyrimidin-5-yl)-6-(2-naphthalen-2-yl-ethynyl)pyridin-2-yl]amino]-1-oxopropan-2-yl]-N-methylcarbamate E2g (12 mg, 0.02 mmol) and DCM:TFA (9:1, 5 ml) is stirred at RT for 60 minutes. The mixture is diluted with toluene (10 ml) and concentrated in vacuo. The product is purified by RP HPLC. Yield: 6 mg (61%). HPLC-MS: M+H=436; tR=1.38 min (*Method—1).